Dataset: the Open Reaction Database (ORD), a public repository of structured organic reaction records. Task: describe an organic reaction: reactants, conditions, products, and yield Starting materials: OC(C1=CC=C(C(=O)OCC)C=C1)C1CCOCC1 (ethyl 4-(hydroxy(tetrahydro-2H-pyran-4-yl)methyl)benzoate), CC(=O)OI1(C=2C=CC=CC2C(=O)O1)(OC(=O)C)OC(=O)C (Dess-Martin reagent). Solvent: C(Cl)Cl (DCM), C(Cl)Cl (DCM). Reaction conditions: time 8 hour. Product: O1CCC(CC1)C(=O)C1=CC=C(C(=O)OC)C=C1 (methyl 4-(tetrahydro-2H-pyran-4-carbonyl)benzoate). Yield: 1.6%. RXN SMILES: [OH:1][CH:2]([CH:14]1[CH2:19][CH2:18][O:17][CH2:16][CH2:15]1)[C:3]1[CH:13]=[CH:12][C:6]([C:7]([O:9][CH2:10]C)=[O:8])=[CH:5][CH:4]=1.CC(OI1(OC(C)=O)(OC(C)=O)OC(=O)C2C=CC=CC1=2)=O>C(Cl)Cl>[O:17]1[CH2:18][CH2:19][CH:14]([C:2]([C:3]2[CH:4]=[CH:5][C:6]([C:7]([O:9][CH3:10])=[O:8])=[CH:12][CH:13]=2)=[O:1])[CH2:15][CH2:16]1. Procedure details: To a solution of methyl 4-iodobenzoate (1.21 mL, 7.24 mmol) in THF (12 ml) at −40° C. was added TurboGrignard (1.3 M in THF, 6.13 ml, 7.97 mmol) dropwise. The mixture was stirred for approximately 60 minutes whereupon, tetrahydro-2H-pyran-4-carbaldehyde (0.761 ml, 0.724 mmol) was added dropwise. The mixture was stirred for 15 minutes and slowly warmed to rt over 12 hours. The reaction was quenched with HCl (1N, aq.) and the aq. layer was extracted with EtOAc (3×75 mL). The combined organic layer... Reaction SMILES: [CH3:1][O:2][C:3]([CH:4]([CH2:5][c:6]1[cH:7][cH:8][c:9]([OH:12])[cH:10][cH:11]1)[O:13][CH2:14][CH2:15][CH2:16][CH2:17][CH2:18][CH3:19])=[O:20].[CH3:21][S:22](=[O:23])(=[O:24])[O:25][c:26]1[cH:27][cH:28][c:29]([CH2:32][CH2:33][OH:34])[cH:30][cH:31]1.[Cl:72][CH2:73][Cl:74].[N:35]([C:36]([N:37]1[CH2:38][CH2:39][CH2:40][CH2:41][CH2:42]1)=[O:43])=[N:44][C:45]([N:46]1[CH2:47][CH2:48][CH2:49][CH2:50][CH2:51]1)=[O:52].[c:53]1([P:54]([c:55]2[cH:56][cH:57][cH:58][cH:59][cH:60]2)[c:61]2[cH:62][cH:63][cH:64][cH:65][cH:66]2)[cH:67][cH:68][cH:69][cH:70][cH:71]1>>[CH3:1][O:2][C:3]([CH:4]([CH2:5][c:6]1[cH:7][cH:8][c:9]([O:12][CH2:33][CH2:32][c:29]2[cH:28][cH:27][c:26]([O:25][S:22]([CH3:21])(=[O:23])=[O:24])[cH:31][cH:30]2)[cH:10][cH:11]1)[O:13][CH2:14][CH2:15][CH2:16][CH2:17][CH2:18][CH3:19])=[O:20]. Reactants: CCCCCCOC(Cc1ccc(O)cc1)C(=O)OC, CS(=O)(=O)Oc1ccc(CCO)cc1, ClCCl, O=C(N=NC(=O)N1CCCCC1)N1CCCCC1, c1ccc(P(c2ccccc2)c2ccccc2)cc1. Product: CCCCCCOC(Cc1ccc(OCCc2ccc(OS(C)(=O)=O)cc2)cc1)C(=O)OC. Reactants: CCOC(=O)Cc1cncc(-c2ccc(C(F)(F)F)cc2CN(Cc2ccccc2)C(=O)C2CC2)c1, C1CCOC1, CO, Cl, [Li+], [OH-]. Product: O=C(O)Cc1cncc(-c2ccc(C(F)(F)F)cc2CN(Cc2ccccc2)C(=O)C2CC2)c1. As a reaction SMILES: [CH2:1]([CH3:2])[O:3][C:4]([CH2:5][c:6]1[cH:7][n:8][cH:9][c:10](-[c:12]2[c:13]([CH2:22][N:23]([C:24](=[O:25])[CH:26]3[CH2:27][CH2:28]3)[CH2:29][c:30]3[cH:31][cH:32][cH:33][cH:34][cH:35]3)[cH:14][c:15]([C:18]([F:19])([F:20])[F:21])[cH:16][cH:17]2)[cH:11]1)=[O:36].[CH2:40]1[O:41][CH2:42][CH2:43][CH2:44]1.[CH3:45][OH:46].[ClH:39].[Li+:38].[OH-:37]>>[O:3]=[C:4]([CH2:5][c:6]1[cH:7][n:8][cH:9][c:10](-[c:12]2[c:13]([CH2:22][N:23]([C:24](=[O:25])[CH:26]3[CH2:27][CH2:28]3)[CH2:29][c:30]3[cH:31][cH:32][cH:33][cH:34][cH:35]3)[cH:14][c:15]([C:18]([F:19])([F:20])[F:21])[cH:16][cH:17]2)[cH:11]1)[OH:36]. The reactants are C(C)(C)(C)OC(=O)[C@@H](C\C=C\C1=CC=CC=C1)[C@H](C(=O)O)CC(C)C ((E)-2(R)-[1(S)-(tert-butoxycarbonyl)-4-phenyl-3-butenyl]-4-methylvaleric acid). Reagents/catalysts: [Pd] (palladium-on-carbon). Solvent: C(C)(C)O (iso-propyl alcohol). Yields the product C(C)(C)(C)OC(=O)[C@@H](CCCC1=CC=CC=C1)[C@H](C(=O)O)CC(C)C (2(R)-[1(S)-(tert-butoxycarbonyl)-4-phenylbutyl]-4-methylvaleric acid). Isolated yield 95.4%. As a reaction SMILES: [C:1]([O:5][C:6]([C@H:8]([C@@H:18]([CH2:22][CH:23]([CH3:25])[CH3:24])[C:19]([OH:21])=[O:20])[CH2:9]/[CH:10]=[CH:11]/[C:12]1[CH:17]=[CH:16][CH:15]=[CH:14][CH:13]=1)=[O:7])([CH3:4])([CH3:3])[CH3:2]>C(O)(C)C.[Pd]>[C:1]([O:5][C:6]([C@H:8]([C@@H:18]([CH2:22][CH:23]([CH3:25])[CH3:24])[C:19]([OH:21])=[O:20])[CH2:9][CH2:10][CH2:11][C:12]1[CH:13]=[CH:14][CH:15]=[CH:16][CH:17]=1)=[O:7])([CH3:2])([CH3:3])[CH3:4]. Reported procedure: A solution of 5.0 g of (E)-2(R)-[1(S)-(tert-butoxycarbonyl)-4-phenyl-3-butenyl]-4-methylvaleric acid in 150 ml of iso-propyl alcohol was hydrogenated in the presence of 0.500 g of 5% palladium-on-carbon for 1 hour. The mixture was filtered and evaporated to give 4.8 g of 2(R)-[1(S)-(tert-butoxycarbonyl)-4-phenylbutyl]-4-methylvaleric acid in the form of a yellow oil. Starting materials: [Br-], [Mg+]Cc1ccccc1, C1CCOC1, O=C(OC(Cl)(Cl)Cl)OC(Cl)(Cl)Cl, CC(O)(Cc1ccccc1)c1cc(-c2cccc(Cl)c2)ccc1N, CC(=O)c1cc(-c2cccc(Cl)c2)ccc1N. The product is CC1(Cc2ccccc2)OC(=O)Nc2ccc(-c3cccc(Cl)c3)cc21. As a reaction SMILES: [Br-:42].[CH2:43]([Mg+:44])[c:45]1[cH:46][cH:47][cH:48][cH:49][cH:50]1.[CH2:63]1[O:64][CH2:65][CH2:66][CH2:67]1.[Cl:51][C:52]([Cl:53])([O:54][C:55](=[O:56])[O:57][C:58]([Cl:59])([Cl:60])[Cl:61])[Cl:62].[NH2:1][c:2]1[c:3]([C:15]([CH3:16])([OH:17])[CH2:18][c:19]2[cH:20][cH:21][cH:22][cH:23][cH:24]2)[cH:4][c:5](-[c:8]2[cH:9][c:10]([Cl:14])[cH:11][cH:12][cH:13]2)[cH:6][cH:7]1.[NH2:25][c:26]1[cH:27][cH:28][c:29](-[c:30]2[cH:31][cH:32][cH:33][c:34]([Cl:35])[cH:36]2)[cH:37][c:38]1[C:39]([CH3:40])=[O:41]>>[NH:1]1[c:2]2[c:3]([cH:4][c:5](-[c:8]3[cH:9][c:10]([Cl:14])[cH:11][cH:12][cH:13]3)[cH:6][cH:7]2)[C:15]([CH3:16])([CH2:18][c:19]2[cH:20][cH:21][cH:22][cH:23][cH:24]2)[O:17][C:39]1=[O:41]. The reactants are FC(OC1=CC(=NN1C)N1N=CC(=C1C)C(=O)Cl)F (1-(5-Difluoromethoxy-1-methyl-3-pyrazolyl)-5-methyl-4-pyrazolecarbonyl chloride), N (ammonia). Solvent: O1CCCC1 (tetrahydrofuran). The product is FC(OC1=CC(=NN1C)N1N=CC(=C1C)C(=O)N)F (1-(5-Difluoromethoxy-1-methyl-3-pyrazolyl)-5-methyl-4-pyrazolecarboxamide). RXN SMILES: [F:1][CH:2]([F:19])[O:3][C:4]1[N:8]([CH3:9])[N:7]=[C:6]([N:10]2[C:14]([CH3:15])=[C:13]([C:16](Cl)=[O:17])[CH:12]=[N:11]2)[CH:5]=1.[NH3:20]>O1CCCC1>[F:1][CH:2]([F:19])[O:3][C:4]1[N:8]([CH3:9])[N:7]=[C:6]([N:10]2[C:14]([CH3:15])=[C:13]([C:16]([NH2:20])=[O:17])[CH:12]=[N:11]2)[CH:5]=1. Procedure details: 0.98 g (3.38 mmol) 1-(5-Difluoromethoxy-1-methyl-3-pyrazolyl)-5-methyl-4-pyrazolecarbonyl chloride was dissolved in 20 ml tetrahydrofuran and 50 ml aqueous ammonia (33%) was added with stirring. After stirring for 3 hours at room temperature, the mixture was concentrated to half and acidified with dilute hydrochloric acid. The precipitate was suction filtered off, washed with a small amount of water and dried. The reactants are ClC1=C(C=C2C=CNC2=C1)C(C)(C)C (6-Chloro-5-tert-butylindole), C(#N)[BH3-].[Na+] (sodium cyanoborohydride). Yields the product ClC1=C(C=C2CCNC2=C1)C(C)(C)C (6-Chloro-5-tert-butylindoline). The yield is 71.5%. RXN SMILES: [Cl:1][C:2]1[CH:10]=[C:9]2[C:5]([CH:6]=[CH:7][NH:8]2)=[CH:4][C:3]=1[C:11]([CH3:14])([CH3:13])[CH3:12].C([BH3-])#N.[Na+]>>[Cl:1][C:2]1[CH:10]=[C:9]2[C:5]([CH2:6][CH2:7][NH:8]2)=[CH:4][C:3]=1[C:11]([CH3:14])([CH3:13])[CH3:12] |f:1.2|. Reported procedure: 6-Chloro-5-tert-butylindole (D55) (0.29 g, 1.40 mmol) was treated with sodium cyanoborohydride as in the method of Description 10 to give the title compound (0.21 g, 72%) as a yellow oil.